Task: describe an organic reaction: reactants, conditions, products, and yield. Dataset: the Open Reaction Database (ORD), a public repository of structured organic reaction records Reactants: Cc1ccccc1, NCCCCCO, O=C1OC(=O)c2ccccc21, O, O=C1NC(=O)c2c(CCCCCO)cccc21, BrP(Br)Br. The product is O=C1NC(=O)c2c(CCCCCBr)cccc21. Reaction SMILES: [CH3:40][c:41]1[cH:42][cH:43][cH:44][cH:45][cH:46]1.[NH2:12][CH2:13][CH2:14][CH2:15][CH2:16][CH2:17][OH:18].[O:1]=[C:2]1[c:3]2[c:4]([cH:5][cH:6][cH:7][cH:8]2)[C:9](=[O:10])[O:11]1.[OH2:47].[OH:19][CH2:20][CH2:21][CH2:22][CH2:23][CH2:24][c:25]1[c:26]2[c:27]([cH:33][cH:34][cH:35]1)[C:28](=[O:29])[NH:30][C:31]2=[O:32].[P:36]([Br:37])([Br:38])[Br:39]>>[CH2:20]([CH2:21][CH2:22][CH2:23][CH2:24][c:25]1[c:26]2[c:27]([cH:33][cH:34][cH:35]1)[C:28](=[O:29])[NH:30][C:31]2=[O:32])[Br:37]. Reactants: β-Phenethylalcohol, C(C)(=O)[O-].[Na+] (sodium acetate), C1CC(=O)N(C1=O)Br (NBS). The reagents and catalysts are CC1(CCCC(N1[O])(C)C)C (TEMPO). Run in C(C)(=O)OCC (ethyl acetate). Product: C(CC1=CC=CC=C1)CC=O (phenethylacetaldehyde). Isolated yield 125.2%. RXN SMILES: [C:1]([O-:4])(=O)[CH3:2].[Na+].[CH2:6]1[C:11](=O)N(Br)[C:8](=O)[CH2:7]1>CC1(C)N([O])C(C)(C)CCC1.C(OCC)(=O)C>[CH2:8]([CH2:2][CH:1]=[O:4])[CH2:7][C:6]1[CH:11]=[CH:8][CH:7]=[CH:6][CH:11]=1 |f:0.1,^1:17|. Procedure details: β-Phenethylalcohol (2.0 g, 16.4 mmol), sodium acetate (2.0 g, 24.6 mmol), TEMPO (26 mg, 0.16 mmol) and ethyl acetate (15 ml) were put in a 50-ml egg plant type flask. The suspension was cooled to less than 10° C. in an ice bath, and thereto was added NBS (3.2 g, 18.0 mmol) divided in two portions. The insoluble materials were filtered off and the filtrate was washed with 5% aqueous sodium bicarbonate solution. The crude product was purified by distillation to give phenethylacetaldehyde (1.67 g, ...